Task: describe an organic reaction: reactants, conditions, products, and yield. Dataset: the Open Reaction Database (ORD), a public repository of structured organic reaction records Starting materials: [O-]S(=O)(=O)C(F)(F)F (triflate), C(C1=CC=CC=C1)OC=1C=C(C=CC1C(F)(F)F)C1=C(C=CC(=N1)C(=O)OC)O (methyl 6-[3-(benzyloxy)-4-(trifluoromethyl)phenyl]-5-hydroxypyridine-2-carboxylate), CC1=C(C=CC=C1)B(O)O (2-methylphenylboronic acid). Product: C(C1=CC=CC=C1)OC=1C=C(C=CC1C(F)(F)F)C1=C(C=CC(=N1)C(=O)OC)C1=C(C=CC=C1)C (methyl 6-[3-(benzyloxy)-4-(trifluoromethyl)phenyl]-5-(2-methylphenyl)pyridine-2-carboxylate). The yield is 89.0%. RXN SMILES: [O-]S(C(F)(F)F)(=O)=O.[CH2:9]([O:16][C:17]1[CH:18]=[C:19]([C:27]2[N:32]=[C:31]([C:33]([O:35][CH3:36])=[O:34])[CH:30]=[CH:29][C:28]=2O)[CH:20]=[CH:21][C:22]=1[C:23]([F:26])([F:25])[F:24])[C:10]1[CH:15]=[CH:14][CH:13]=[CH:12][CH:11]=1.[CH3:38][C:39]1[CH:44]=[CH:43][CH:42]=[CH:41][C:40]=1B(O)O>>[CH2:9]([O:16][C:17]1[CH:18]=[C:19]([C:27]2[N:32]=[C:31]([C:33]([O:35][CH3:36])=[O:34])[CH:30]=[CH:29][C:28]=2[C:40]2[CH:41]=[CH:42][CH:43]=[CH:44][C:39]=2[CH3:38])[CH:20]=[CH:21][C:22]=1[C:23]([F:24])([F:26])[F:25])[C:10]1[CH:11]=[CH:12][CH:13]=[CH:14][CH:15]=1. Procedure details: According to the triflate/Suzuki coupling steps described in examples 4.4 and 4.5 respectively, starting from 4.38 g (10.9 mmol) of methyl 6-[3-(benzyloxy)-4-(trifluoromethyl)phenyl]-5-hydroxypyridine-2-carboxylate and 1.8 g (13.1 mmol) of 2-methylphenylboronic acid, we obtain 4.63 g of methyl 6-[3-(benzyloxy)-4-(trifluoromethyl)phenyl]-5-(2-methylphenyl)pyridine-2-carboxylate in the form of a white solid. The reactants are COc1ccc(C(C)C)cc1-c1ccc(C(F)(F)F)cc1CBr, C1CCOC1, C[Si](C)(C)[N-][Si](C)(C)C, [Na+], O=C1CC(c2ccccc2)CN1. Product: COc1ccc(C(C)C)cc1-c1ccc(C(F)(F)F)cc1CN1CC(c2ccccc2)CC1=O. Reaction SMILES: [Br:23][CH2:24][c:25]1[c:26](-[c:35]2[c:36]([O:44][CH3:45])[cH:37][cH:38][c:39]([CH:41]([CH3:42])[CH3:43])[cH:40]2)[cH:27][cH:28][c:29]([C:31]([F:32])([F:33])[F:34])[cH:30]1.[CH2:46]1[O:47][CH2:48][CH2:49][CH2:50]1.[CH3:1][Si:2]([N-:3][Si:4]([CH3:5])([CH3:6])[CH3:7])([CH3:8])[CH3:9].[Na+:10].[c:11]1([CH:17]2[CH2:18][C:19](=[O:22])[NH:20][CH2:21]2)[cH:12][cH:13][cH:14][cH:15][cH:16]1>>[c:11]1([CH:17]2[CH2:18][C:19](=[O:22])[N:20]([CH2:24][c:25]3[c:26](-[c:35]4[c:36]([O:44][CH3:45])[cH:37][cH:38][c:39]([CH:41]([CH3:42])[CH3:43])[cH:40]4)[cH:27][cH:28][c:29]([C:31]([F:32])([F:33])[F:34])[cH:30]3)[CH2:21]2)[cH:12][cH:13][cH:14][cH:15][cH:16]1. Reactants: ClCC=1OC=C(N1)C(=O)O (2-(chloromethyl)oxazole-4-carboxylic acid), 1,3-DCC, N[C@H](CN1N=C(C=C1)C1=CC(=C(C#N)C=C1)Cl)C ((S)-4-(1-(2-aminopropyl)-1H-pyrazol-3-yl)-2-chlorobenzonitrile). Solvent: C(Cl)Cl (DCM), C(Cl)Cl (DCM), C(Cl)Cl (DCM). Run at time 8 hour. The product is ClC=1C=C(C=CC1C#N)C1=NN(C=C1)C[C@H](C)NC(=O)C=1N=C(OC1)CCl ((S)—N-(1-(3-(3-chloro-4-cyanophenyl)-1H-pyrazol-1-yl)propan-2-yl)-2-(chloromethyl)oxazole-4-carboxamide). The yield is 36.9%. As a reaction SMILES: [Cl:1][CH2:2][C:3]1[O:4][CH:5]=[C:6]([C:8]([OH:10])=O)[N:7]=1.[NH2:11][C@@H:12]([CH3:28])[CH2:13][N:14]1[CH:18]=[CH:17][C:16]([C:19]2[CH:26]=[CH:25][C:22]([C:23]#[N:24])=[C:21]([Cl:27])[CH:20]=2)=[N:15]1>C(Cl)Cl>[Cl:27][C:21]1[CH:20]=[C:19]([C:16]2[CH:17]=[CH:18][N:14]([CH2:13][C@@H:12]([NH:11][C:8]([C:6]3[N:7]=[C:3]([CH2:2][Cl:1])[O:4][CH:5]=3)=[O:10])[CH3:28])[N:15]=2)[CH:26]=[CH:25][C:22]=1[C:23]#[N:24]. Reported procedure: 2-(chloromethyl)oxazole-4-carboxylic acid (400 mg, 2.476 mmol) and 1,3-DCC (5110 mg, 2.476 mmol) were dissolved in dry DCM and stirred for 30 min. (S)-4-(1-(2-aminopropyl)-1H-pyrazol-3-yl)-2-chlorobenzonitrile (646 mg, 2.476 mmol) in dry DCM was added to the reaction mixture and stirred at RT overnight. The reaction mixture was diluted with DCM and washed twice with water. Organic phase was evaporated to dryness and the product was purified with Flash-chromatography. Yield 36.9%. m/z [404.3+1]. The reactants are O1CCC(CC1)O (tetrahydro-4-pyranol), BrCCCOCC1=CC=CC=C1 ([(3-bromopropoxy)methyl]benzene). Product: C(C1=CC=CC=C1)OCCCOC1CCOCC1 (4-[3-(Benzyloxy)propoxy]tetrahydro-2H-pyran). Isolated yield 24.0%. Reaction SMILES: [O:1]1[CH2:6][CH2:5][CH:4]([OH:7])[CH2:3][CH2:2]1.Br[CH2:9][CH2:10][CH2:11][O:12][CH2:13][C:14]1[CH:19]=[CH:18][CH:17]=[CH:16][CH:15]=1>>[CH2:13]([O:12][CH2:11][CH2:10][CH2:9][O:7][CH:4]1[CH2:5][CH2:6][O:1][CH2:2][CH2:3]1)[C:14]1[CH:19]=[CH:18][CH:17]=[CH:16][CH:15]=1. Reported procedure: Using tetrahydro-4-pyranol (0.693 mL, 7.27 mmol) and [(3-bromopropoxy)methyl]benzene (1.93 mL, 10.9 mmol), the desired title compound (437 mg, yield 24%) was obtained by the same method as in Reference Example 2 (2a). Starting materials: C(C)OC(=O)N1CCC(CC1)C=1OC2=C(C1)C=C(C=C2)F (4-(5-fluoro-2-benzofuranyl)-1-piperidinecarboxylic acid ethyl ester), [OH-].[K+] (potassium hydroxide). Run in C(CO)O (ethylene glycol), C1(=CC=CC=C1)C (toluene). Product: FC=1C=CC2=C(C=C(O2)C2CCNCC2)C1 (4-(5-fluoro-2-benzofuranyl)-piperidine). Reaction SMILES: C(OC([N:6]1[CH2:11][CH2:10][CH:9]([C:12]2[O:13][C:14]3[CH:20]=[CH:19][C:18]([F:21])=[CH:17][C:15]=3[CH:16]=2)[CH2:8][CH2:7]1)=O)C.[OH-].[K+]>C(O)CO.C1(C)C=CC=CC=1>[F:21][C:18]1[CH:19]=[CH:20][C:14]2[O:13][C:12]([CH:9]3[CH2:8][CH2:7][NH:6][CH2:11][CH2:10]3)=[CH:16][C:15]=2[CH:17]=1 |f:1.2|. Procedure details: 5.9 g (about 0.02 mole) of 4-(5-fluoro-2-benzofuranyl)-1-piperidinecarboxylic acid ethyl ester is dissolved in 65 ml of ethylene glycol. After the addition of 19.4 g of 86% potassium hydroxide, the cloudy solution formed is heated, with vigorous stirring, for 18 hours at 160°. The reaction solution is thereupon cooled to 100°, diluted with 65 ml of toluene and then cooled to 20°. The organic phases are firstly extracted twice with one liter of water each time, then four times with 200 ml of a 10... Starting materials: N[C@@H](C(=O)N1CCC(CC1)C1=C(C=CC=C1)NS(=O)(=O)C)CC1=CC=C(C=C1)Cl ((2R)-2-amino-3-(4-chlorophenyl)-1-(4-{2-[(methylsulfonyl)-amino]phenyl}piperidyl)propan-1-one), C1=CC2=C(N=C1)N(N=N2)O (HOAT), C(CCl)Cl (EDC), CCN(C(C)C)C(C)C (DIEA), N1([C@H](C(=O)O)CCC1)C(=O)OC(C)(C)C (Boc-ProOH). Run in CN(C)C=O (DMF). Yields the product ClC1=CC=C(C=C1)C[C@H](C(=O)N1CCC(CC1)C1=C(C=CC=C1)NS(=O)(=O)C)NC(=O)[C@H]1N(CCC1)C(=O)OC(C)(C)C (tert-Butyl 2-{N-[(1R)-1-[(4-chlorophenyl)-methyl]-2-(4-{2-[(methylsulfonyl)-amino]-phenyl}-piperidyl)-2-oxoethyl]carbamoyl}-(2S)pyrrolidinecarboxylate). Yield: 67.6%. As a reaction SMILES: [NH2:1][C@H:2]([CH2:22][C:23]1[CH:28]=[CH:27][C:26]([Cl:29])=[CH:25][CH:24]=1)[C:3]([N:5]1[CH2:10][CH2:9][CH:8]([C:11]2[CH:16]=[CH:15][CH:14]=[CH:13][C:12]=2[NH:17][S:18]([CH3:21])(=[O:20])=[O:19])[CH2:7][CH2:6]1)=[O:4].CCN(C(C)C)C(C)C.[N:39]1([C:47]([O:49][C:50]([CH3:53])([CH3:52])[CH3:51])=[O:48])[CH2:46][CH2:45][CH2:44][C@H:40]1[C:41](O)=[O:42].C1C=NC2N(O)N=NC=2C=1.C(Cl)CCl>CN(C=O)C>[Cl:29][C:26]1[CH:25]=[CH:24][C:23]([CH2:22][C@@H:2]([NH:1][C:41]([C@@H:40]2[CH2:44][CH2:45][CH2:46][N:39]2[C:47]([O:49][C:50]([CH3:53])([CH3:52])[CH3:51])=[O:48])=[O:42])[C:3]([N:5]2[CH2:10][CH2:9][CH:8]([C:11]3[CH:16]=[CH:15][CH:14]=[CH:13][C:12]=3[NH:17][S:18]([CH3:21])(=[O:19])=[O:20])[CH2:7][CH2:6]2)=[O:4])=[CH:28][CH:27]=1. Procedure: The title compound was prepared according to the procedure described in Example 1, Step (f) using (2R)-2-amino-3-(4-chlorophenyl)-1-(4-{2-[(methylsulfonyl)-amino]phenyl}piperidyl)propan-1-one (Example 1, Step g) (471 mg, 1.0 mmol), DIEA (Aldrich) (0.20 mL, 1.0 mmol), Boc-ProOH (Fisher Scientific) (323 mg, 1.5 mmol), HOAT (Aldrich) (232 mg, 1.70 mmol) and EDC (Aldrich) (544 mg, 2.84 mmol) in DMF (10 mL). Purification by silica gel chromatography (100% EtOAc) provided the title compound as a white... Reactants: C, CC(=O)O, NS(=O)(=O)Cc1ccc([N+](=O)[O-])cc1, [Pd]. The product is Nc1ccc(CS(N)(=O)=O)cc1. Reaction SMILES: [C:19].[CH3:15][C:16](=[O:17])[OH:18].[N+:1]([O-:2])(=[O:3])[c:4]1[cH:5][cH:6][c:7]([CH2:10][S:11](=[O:12])(=[O:13])[NH2:14])[cH:8][cH:9]1.[Pd:20]>>[NH2:1][c:4]1[cH:5][cH:6][c:7]([CH2:10][S:11](=[O:12])(=[O:13])[NH2:14])[cH:8][cH:9]1.